Dataset: the Open Reaction Database (ORD), a public repository of structured organic reaction records. Task: describe an organic reaction: reactants, conditions, products, and yield Starting materials: FC1=NC(=C(C=C1F)F)F (2,3,5,6-tetrafluoropyridine), C(C)(C)(C)N (t-butylamine). Run in C(C)#N (acetonitrile). Reaction conditions: temperature 60 celsius, time 3 day. The product is C(C)(C)(C)NC1=NC(=C(C=C1F)F)F (2-(t-butylamino)-3,5,6-trifluoropyridine). The yield is 65.2%. RXN SMILES: F[C:2]1[C:7]([F:8])=[CH:6][C:5]([F:9])=[C:4]([F:10])[N:3]=1.[C:11]([NH2:15])([CH3:14])([CH3:13])[CH3:12]>C(#N)C>[C:11]([NH:15][C:2]1[C:7]([F:8])=[CH:6][C:5]([F:9])=[C:4]([F:10])[N:3]=1)([CH3:14])([CH3:13])[CH3:12]. Procedure: To 40 ml of acetonitrile were added 11.0 g of 2,3,5,6-tetrafluoropyridine and 18.5 g of t-butylamine, and the mixture was stirred at 60° C. for 3 days, and the solvent and the like were distilled off. To the residue was added 100 ml of chloroform, and the mixture was washed with 50 ml of distilled water. The chloroform layer was dried over anhydrous magnesium sulfate and concentrated under reduced pressure to obtain 9.7 g of the title compound as a pale yellow oil. Reactants: ClC=1C=C(C#N)C=C(C1N1N=C2C(C(=NC=C2)NC2=NC=NC(=C2)CO)=C1)Cl (3,5-dichloro-4-[4-(6-hydroxymethyl-pyrimidin-4-ylamino)-pyrazolo[4,3-c]pyridin-2-yl]-benzonitrile), CCN(CC)S(F)(F)F (DAST), C(C)#N (acetonitrile). The solvent is C(Cl)Cl (DCM), O (water). Yields the product [OH-].[NH4+] (ammonium hydroxide), ClC=1C=C(C#N)C=C(C1N1N=C2C(C(=NC=C2)NC2=NC=NC(=C2)CF)=C1)Cl (3,5-Dichloro-4-[4-(6-fluoromethyl-pyrimidin-4-ylamino)-pyrazolo[4,3-c]pyridin-2-yl]-benzonitrile). Isolated yield 28.4%. RXN SMILES: [Cl:1][C:2]1[CH:3]=[C:4]([CH:7]=[C:8]([Cl:28])[C:9]=1[N:10]1[CH:27]=[C:13]2[C:14]([NH:18][C:19]3[CH:24]=[C:23]([CH2:25][OH:26])[N:22]=[CH:21][N:20]=3)=[N:15][CH:16]=[CH:17][C:12]2=[N:11]1)[C:5]#[N:6].CCN(S(F)(F)[F:35])CC.C(#N)C>C(Cl)Cl.O>[OH-:26].[NH4+:6].[Cl:1][C:2]1[CH:3]=[C:4]([CH:7]=[C:8]([Cl:28])[C:9]=1[N:10]1[CH:27]=[C:13]2[C:14]([NH:18][C:19]3[CH:24]=[C:23]([CH2:25][F:35])[N:22]=[CH:21][N:20]=3)=[N:15][CH:16]=[CH:17][C:12]2=[N:11]1)[C:5]#[N:6] |f:5.6|. Procedure details: To a suspension of 3,5-dichloro-4-[4-(6-hydroxymethyl-pyrimidin-4-ylamino)-pyrazolo[4,3-c]pyridin-2-yl]-benzonitrile (70 mg, 0.17 mmol) in DCM (5 mL) at −25° C. was added DAST (34 μL, 0.25 mmol). The reaction mixture was warmed to room temperature over 1 hour. The reaction mixture was partitioned between DCM and sodium bicarbonate (sat. aq.). The organic layer was dried over anhydrous sodium sulfate and concentrated under reduced pressure. The residue was purified by silica gel chromatography (0...